This data is from the Open Reaction Database (ORD), a public repository of structured organic reaction records. The task is: describe an organic reaction: reactants, conditions, products, and yield Starting materials: CC=1N=C2N(C=CC(=C2NCC2=C(C=CC=C2C)C)[N+](=O)[O-])C1C (2,3-dimethyl-8-(2,6-dimethylbenzylamino)-7-nitroimidazo[1,2-a]pyridine). Reagents/catalysts: [Ni] (Ni). Solvent: C(C)O (ethyl alcohol). The product is NC1=C(C=2N(C=C1)C(=C(N2)C)C)NCC2=C(C=CC=C2C)C (7-amino-2,3-dimethyl-8-(2,6-dimethylbenzylamino)-imidazo[1,2-a]pyridine). Yield: 97.7%. RXN SMILES: [CH3:1][C:2]1[N:3]=[C:4]2[C:9]([NH:10][CH2:11][C:12]3[C:17]([CH3:18])=[CH:16][CH:15]=[CH:14][C:13]=3[CH3:19])=[C:8]([N+:20]([O-])=O)[CH:7]=[CH:6][N:5]2[C:23]=1[CH3:24]>[Ni].C(O)C>[NH2:20][C:8]1[CH:7]=[CH:6][N:5]2[C:23]([CH3:24])=[C:2]([CH3:1])[N:3]=[C:4]2[C:9]=1[NH:10][CH2:11][C:12]1[C:17]([CH3:18])=[CH:16][CH:15]=[CH:14][C:13]=1[CH3:19]. Procedure: A mixture of 2,3-dimethyl-8-(2,6-dimethylbenzylamino)-7-nitroimidazo[1,2-a]pyridine (45 mg, 0.139 mmol) Raney-Ni (0.1 g) and ethyl alcohol 4 ml was hydrogenated (H2, 1 bar) at 40° C. for 3 h. The mixture was filtrated using a small amount of silica gel and the solvent was removed under reduced pressure. 40 mg (97%) of the title compound was obtained. Starting materials: CN(C(CC1=C(C=CC(=C1)CC)I)=O)C (N,N-dimethyl-5-ethyl-2-iodophenylacetamide), FC1=C(NC)C=CC=C1C(F)(F)F (2-fluoro-methyl-3-trifluoromethylaniline), cuprous iodide, C(=O)([O-])[O-].[K+].[K+] (K2CO3). Reagents/catalysts: [Cu] (copper). Solvent: xylenes, CCOC(=O)C (EtOAc). The product is CN(C(CC1=C(C=CC(=C1)CC)NC1=C(C(=C(C=C1)C)C(F)(F)F)F)=O)C (5-ethyl-2-(2′-fluoro-4′-methyl-3′-trifluoromethylanilino)phenylacetic acid N,N-dimethyl amide). Reaction SMILES: [CH3:1][N:2]([CH3:15])[C:3](=[O:14])[CH2:4][C:5]1[CH:10]=[C:9]([CH2:11][CH3:12])[CH:8]=[CH:7][C:6]=1I.[F:16][C:17]1[C:24]([C:25]([F:28])([F:27])[F:26])=[CH:23][CH:22]=[CH:21][C:18]=1[NH:19]C.[C:29]([O-])([O-])=O.[K+].[K+]>CCOC(C)=O.[Cu]>[CH3:1][N:2]([CH3:15])[C:3](=[O:14])[CH2:4][C:5]1[CH:10]=[C:9]([CH2:11][CH3:12])[CH:8]=[CH:7][C:6]=1[NH:19][C:18]1[CH:21]=[CH:22][C:23]([CH3:29])=[C:24]([C:25]([F:28])([F:27])[F:26])[C:17]=1[F:16] |f:2.3.4|. Procedure: A mixture of N,N-dimethyl-5-ethyl-2-iodophenylacetamide (2.0 g, 6.3 mmol), 2-fluoro-methyl-3-trifluoromethylaniline (2.4 g, 12.6 mmol), copper (0.2 g, 3.2 mmol), cuprous iodide (0.6 g, 3.2 mmol), and K2CO3 (0.9 g, 6.3 mmol) in xylenes (6.0 mL) are heated at reflux for 24 h. After cooling, the crude reaction mixture is diluted with EtOAc and filtered through Celite®. The filtrate is concentrated under reduced pressure. The residue is purified by flash chromatography, eluting with hexanes, then up... The reactants are ClC1=C2C(=NC=C1B1OC(C(O1)(C)C)(C)C)N(C=C2C2=C(C=CC=C2)OC)COCC[Si](C)(C)C (4-Chloro-3-(2-methoxy-phenyl)-5-(4,4,5,5-tetramethyl-[1,3,2]dioxaborolan-2-yl)-1-(2-trimethylsilanyl-ethoxymethyl)-1H-pyrrolo[2,3-b]pyridine), BrC=1C=C(C=NC1)C(C(=O)N(C)C)O (2-(5-Bromo-pyridin-3-yl)-2-hydroxy-N,N-dimethyl-acetamide), 1,1′-bis(diphenylphosphino)ferrocenepalladium(II)-dichloride dichloromethane, C(=O)([O-])[O-].[Na+].[Na+] (Na2CO3). Solvent: C(C)#N (acetonitrile). Reaction conditions: temperature 23 celsius, time 15 minute. Yields the product ClC1=C2C(=NC=C1C=1C=C(C=NC1)C(C(=O)N(C)C)O)NC=C2C2=C(C=CC=C2)OC (2-{5-[4-Chloro-3-(2-methoxy-phenyl)-1H-pyrrolo[2,3-b]pyridin-5-yl]-pyridin-3-yl}-2-hydroxy-N,N-dimethyl-acetamide). Isolated yield 20.0%. Reaction SMILES: [Cl:1][C:2]1[C:7](B2OC(C)(C)C(C)(C)O2)=[CH:6][N:5]=[C:4]2[N:17](COCC[Si](C)(C)C)[CH:18]=[C:19]([C:20]3[CH:25]=[CH:24][CH:23]=[CH:22][C:21]=3[O:26][CH3:27])[C:3]=12.Br[C:37]1[CH:38]=[C:39]([CH:43]([OH:49])[C:44]([N:46]([CH3:48])[CH3:47])=[O:45])[CH:40]=[N:41][CH:42]=1.C([O-])([O-])=O.[Na+].[Na+]>C(#N)C>[Cl:1][C:2]1[C:7]([C:37]2[CH:38]=[C:39]([CH:43]([OH:49])[C:44]([N:46]([CH3:47])[CH3:48])=[O:45])[CH:40]=[N:41][CH:42]=2)=[CH:6][N:5]=[C:4]2[NH:17][CH:18]=[C:19]([C:20]3[CH:25]=[CH:24][CH:23]=[CH:22][C:21]=3[O:26][CH3:27])[C:3]=12 |f:2.3.4|. Reported procedure: Into a 5 mL Personal Chemistry microwave reaction vial were added 4-Chloro-3-(2-methoxy-phenyl)-5-(4,4,5,5-tetramethyl-[1,3,2]dioxaborolan-2-yl)-1-(2-trimethylsilanyl-ethoxymethyl)-1H-pyrrolo[2,3-b]pyridine (38 mg, 0.075 mmol), 2-(5-Bromo-pyridin-3-yl)-2-hydroxy-N,N-dimethyl-acetamide (29 mg, 0.12 mmol; preparation described below), 1,1′-bis(diphenylphosphino)ferrocenepalladium(II)-dichloride dichloromethane adduct (3 mg, 0.004 mmol), acetonitrile (1 mL) and saturated aqueous Na2CO3 (75 μL). The... Starting materials: CN1CCN(c2ccc(OC(F)(F)F)c(Nc3ncc4c(n3)-c3c(c(C(N)=O)nn3C)CC4)c2)C(COCc2ccccc2)C1, CO, ClCCl, N#N. Yields the product CN1CCN(c2ccc(OC(F)(F)F)c(Nc3ncc4c(n3)-c3c(c(C(N)=O)nn3C)CC4)c2)C(CO)C1. As a reaction SMILES: [CH2:1]([c:2]1[cH:3][cH:4][cH:5][cH:6][cH:7]1)[O:8][CH2:9][CH:10]1[N:11]([c:17]2[cH:18][cH:19][c:20]([O:41][C:42]([F:43])([F:44])[F:45])[c:21]([NH:23][c:24]3[n:25][c:26]4[c:31]([cH:32][n:33]3)[CH2:30][CH2:29][c:28]3[c:27]-4[n:36]([CH3:37])[n:35][c:34]3[C:38](=[O:39])[NH2:40])[cH:22]2)[CH2:12][CH2:13][N:14]([CH3:16])[CH2:15]1.[CH3:48][OH:49].[Cl:50][CH2:51][Cl:52].[N:46]#[N:47]>>[OH:8][CH2:9][CH:10]1[N:11]([c:17]2[cH:18][cH:19][c:20]([O:41][C:42]([F:43])([F:44])[F:45])[c:21]([NH:23][c:24]3[n:25][c:26]4[c:31]([cH:32][n:33]3)[CH2:30][CH2:29][c:28]3[c:27]-4[n:36]([CH3:37])[n:35][c:34]3[C:38](=[O:39])[NH2:40])[cH:22]2)[CH2:12][CH2:13][N:14]([CH3:16])[CH2:15]1. Reactants: CC(C)(C)OC(=O)NCC1CCC(CN)CC1, CC(C)O, CN(C)c1nc(Cl)nc2ccccc12, [Na+], O=C([O-])O. Yields the product CN(C)c1nc(NCC2CCC(CNC(=O)OC(C)(C)C)CC2)nc2ccccc12. Reaction SMILES: [C:15]([CH3:16])([CH3:17])([CH3:18])[O:19][C:20]([NH:21][CH2:22][CH:23]1[CH2:24][CH2:25][CH:26]([CH2:29][NH2:30])[CH2:27][CH2:28]1)=[O:31].[CH3:37][CH:38]([OH:39])[CH3:40].[Cl:1][c:2]1[n:3][c:4]2[cH:5][cH:6][cH:7][cH:8][c:9]2[c:10]([N:12]([CH3:13])[CH3:14])[n:11]1.[Na+:36].[O-:32][C:33]([OH:34])=[O:35]>>[c:2]1([NH:30][CH2:29][CH:26]2[CH2:25][CH2:24][CH:23]([CH2:22][NH:21][C:20]([O:19][C:15]([CH3:16])([CH3:17])[CH3:18])=[O:31])[CH2:28][CH2:27]2)[n:3][c:4]2[cH:5][cH:6][cH:7][cH:8][c:9]2[c:10]([N:12]([CH3:13])[CH3:14])[n:11]1. The reactants are [N+](=O)([O-])C1=CC=C(C=C1)C12C(N(C(C(C1)C2)=O)CC#C)=O (1-(4-nitrophenyl)-3-propargyl-3-azabicyclo[3.1.1]heptane-2,4-dione), [Sn] (tin). Solvent: O (water), Cl (hydrochloric acid), O (water). Reaction conditions: time 1 hour. The product is NC1=CC=C(C=C1)C12C(N(C(C(C1)C2)=O)CC#C)=O (1-(4-aminophenyl]-3-propargyl-3-azabicyclo[3.1.1]heptane-2,4-dione). Reaction SMILES: [N+:1]([C:4]1[CH:9]=[CH:8][C:7]([C:10]23[CH2:16][CH:14]([CH2:15]2)[C:13](=[O:17])[N:12]([CH2:18][C:19]#[CH:20])[C:11]3=[O:21])=[CH:6][CH:5]=1)([O-])=O.[Sn]>O.Cl>[NH2:1][C:4]1[CH:5]=[CH:6][C:7]([C:10]23[CH2:15][CH:14]([CH2:16]2)[C:13](=[O:17])[N:12]([CH2:18][C:19]#[CH:20])[C:11]3=[O:21])=[CH:8][CH:9]=1 |^3:21|. Procedure details: A mixture of 1.6 g of 1-(4-nitrophenyl)-3-propargyl-3-azabicyclo[3.1.1]heptane-2,4-dione and 4.2 g of tin powder in 12 ml of water and 12 ml of concentrated hydrochloric acid is stirred at 100° for 1 hour. After cooling to room temperature, the reaction mixture is diluted with a little water, filtered and rendered alkaline by the addition of sodium hydroxide solution. The reaction mixture is extracted with ethyl acetate, and the organic phase is washed neutral with dilute sodium chloride solutio...